Task: describe an organic reaction: reactants, conditions, products, and yield. Dataset: the Open Reaction Database (ORD), a public repository of structured organic reaction records The reactants are O=C([O-])[O-], Cc1ccccc1, OB(O)c1cc(F)cc(C(F)(F)F)c1, [K+], [K+], Cc1c(Br)cnc(N)c1C#N, c1ccc(P(c2ccccc2)(c2ccccc2)[Pd](P(c2ccccc2)(c2ccccc2)c2ccccc2)(P(c2ccccc2)(c2ccccc2)c2ccccc2)P(c2ccccc2)(c2ccccc2)c2ccccc2)cc1. Yields the product Cc1c(-c2cc(F)cc(C(F)(F)F)c2)cnc(N)c1C#N. RXN SMILES: [C:26](=[O:27])([O-:28])[O-:29].[CH3:32][c:33]1[cH:34][cH:35][cH:36][cH:37][cH:38]1.[F:12][c:13]1[cH:14][c:15]([B:23]([OH:24])[OH:25])[cH:16][c:17]([C:19]([F:20])([F:21])[F:22])[cH:18]1.[K+:30].[K+:31].[NH2:1][c:2]1[n:3][cH:4][c:5]([Br:11])[c:6]([CH3:10])[c:7]1[C:8]#[N:9].[cH:39]1[cH:40][cH:41][c:42]([P:43]([Pd:44]([P:45]([c:46]2[cH:47][cH:48][cH:49][cH:50][cH:51]2)([c:52]2[cH:53][cH:54][cH:55][cH:56][cH:57]2)[c:58]2[cH:59][cH:60][cH:61][cH:62][cH:63]2)([P:64]([c:65]2[cH:66][cH:67][cH:68][cH:69][cH:70]2)([c:71]2[cH:72][cH:73][cH:74][cH:75][cH:76]2)[c:77]2[cH:78][cH:79][cH:80][cH:81][cH:82]2)[P:83]([c:84]2[cH:85][cH:86][cH:87][cH:88][cH:89]2)([c:90]2[cH:91][cH:92][cH:93][cH:94][cH:95]2)[c:96]2[cH:97][cH:98][cH:99][cH:100][cH:101]2)([c:102]2[cH:103][cH:104][cH:105][cH:106][cH:107]2)[c:108]2[cH:109][cH:110][cH:111][cH:112][cH:113]2)[cH:114][cH:115]1>>[NH2:1][c:2]1[n:3][cH:4][c:5](-[c:15]2[cH:14][c:13]([F:12])[cH:18][c:17]([C:19]([F:20])([F:21])[F:22])[cH:16]2)[c:6]([CH3:10])[c:7]1[C:8]#[N:9]. The reactants are BrC1=CC=C(C=C1)C1=C(C(=NO1)C)NC(CC1=CC=C(C=C1)OC)C ([5-(4-bromo-phenyl)-3-methyl-isoxazol-4-yl]-[2-(4-methoxy-phenyl)-1-methyl-ethyl]-amine), C(C)OC(CC1(CC1)C1=CC=C(C=C1)B1OC(C(O1)(C)C)(C)C)=O ({1-[4-(4,4,5,5-tetramethyl-[1,3,2]dioxaborolan-2-yl)-phenyl]-cyclopropyl}-acetic acid ethyl ester). Product: C(C)OC(CC1(CC1)C1=CC=C(C=C1)C1=CC=C(C=C1)C1=C(C(=NO1)C)NC(CC1=CC=C(C=C1)OC)C)=O ([1-(4′-{4-[2-(4-Methoxy-phenyl)-1-methyl-ethylamino]-3-methyl-isoxazol-5-yl}-biphenyl-4-yl)-cyclopropyl]-acetic acid ethyl ester). Reaction SMILES: Br[C:2]1[CH:7]=[CH:6][C:5]([C:8]2[O:12][N:11]=[C:10]([CH3:13])[C:9]=2[NH:14][CH:15]([CH3:25])[CH2:16][C:17]2[CH:22]=[CH:21][C:20]([O:23][CH3:24])=[CH:19][CH:18]=2)=[CH:4][CH:3]=1.[CH2:26]([O:28][C:29](=[O:49])[CH2:30][C:31]1([C:34]2[CH:39]=[CH:38][C:37](B3OC(C)(C)C(C)(C)O3)=[CH:36][CH:35]=2)[CH2:33][CH2:32]1)[CH3:27]>>[CH2:26]([O:28][C:29](=[O:49])[CH2:30][C:31]1([C:34]2[CH:39]=[CH:38][C:37]([C:2]3[CH:7]=[CH:6][C:5]([C:8]4[O:12][N:11]=[C:10]([CH3:13])[C:9]=4[NH:14][CH:15]([CH3:25])[CH2:16][C:17]4[CH:22]=[CH:21][C:20]([O:23][CH3:24])=[CH:19][CH:18]=4)=[CH:4][CH:3]=3)=[CH:36][CH:35]=2)[CH2:33][CH2:32]1)[CH3:27]. Procedure: Prepared according to the procedure described in Example 1, Step 7, using [5-(4-bromo-phenyl)-3-methyl-isoxazol-4-yl]-[2-(4-methoxy-phenyl)-1-methyl-ethyl]-amine and {1-[4-(4,4,5,5-tetramethyl-[1,3,2]dioxaborolan-2-yl)-phenyl]-cyclopropyl}-acetic acid ethyl ester. Starting materials: solution, [Sn](Cl)Cl (tin(II)chloride), BrC=1C=CC(=C(C=O)C1)[N+](=O)[O-] (5-bromo-2-nitro-benzaldehyde), O=C(C(=O)OCC)CC (ethyl 2-oxobutanoate). The reagents and catalysts are [Cl-].[Zn+2].[Cl-] (zinc(II)chloride). The solvent is C(C)OCC (diethyl ether), C(C)O (ethanol). Reaction conditions: temperature 70 celsius. Yields the product BrC=1C=C2C=C(C(=NC2=CC1)C(=O)OCC)C (ethyl 6-bromo-3-methyl-2-quinolinecarboxylate). Yield: 17.6%. Reaction SMILES: [Sn](Cl)Cl.[Br:4][C:5]1[CH:6]=[CH:7][C:8]([N+:13]([O-])=O)=[C:9]([CH:12]=1)[CH:10]=O.O=[C:17]([CH2:23][CH3:24])[C:18]([O:20][CH2:21][CH3:22])=[O:19]>C(OCC)C.C(O)C.[Cl-].[Zn+2].[Cl-]>[Br:4][C:5]1[CH:12]=[C:9]2[C:8](=[CH:7][CH:6]=1)[N:13]=[C:17]([C:18]([O:20][CH2:21][CH3:22])=[O:19])[C:23]([CH3:24])=[CH:10]2 |f:5.6.7|. Reported procedure: A 2.2 M solution of zinc(II)chloride (6.05 mL, 13.32 mmol) in diethyl ether was added to tin(II)chloride (2.53 g, 13.32 mmol) and activated 4 Å molecular sieve pellets (612.8 mg) under argon. Then, 5-bromo-2-nitro-benzaldehyde (612.8 mg, 2.66 mmol) and ethyl 2-oxobutanoate (346.7 mg, 2.66 mmol) in ethanol (13 mL) were added to the reaction mixture via canula. The mixture was heated at 70° C. in an oil bath for three hours, then allowed to cool to room temperature, and carefully quenched with sat... The reactants are FC(C(=O)NC=1N=C2N(C=C(C=C2)C(C2=CC=CC=C2)=O)C1C1=CC=C(C=C1)C(F)(F)F)(F)F (2-trifluoroacetamido-3-(4-trifluoromethylphenyl)-6-benzoyl-imidazo[1,2-a]pyridine). The solvent is CC(OCC)=O (EA). Product: NC=1N=C2N(C=C(C=C2)C(C2=CC=CC=C2)=O)C1C1=CC=C(C=C1)C(F)(F)F (2-Amino-3-(4-trifluoromethylphenyl)-6-benzoyl-imidazo[1,2-a]pyridine). As a reaction SMILES: FC(F)(F)C([NH:5][C:6]1[N:7]=[C:8]2[CH:13]=[CH:12][C:11]([C:14](=[O:21])[C:15]3[CH:20]=[CH:19][CH:18]=[CH:17][CH:16]=3)=[CH:10][N:9]2[C:22]=1[C:23]1[CH:28]=[CH:27][C:26]([C:29]([F:32])([F:31])[F:30])=[CH:25][CH:24]=1)=O>CC(=O)OCC>[NH2:5][C:6]1[N:7]=[C:8]2[CH:13]=[CH:12][C:11]([C:14](=[O:21])[C:15]3[CH:16]=[CH:17][CH:18]=[CH:19][CH:20]=3)=[CH:10][N:9]2[C:22]=1[C:23]1[CH:24]=[CH:25][C:26]([C:29]([F:32])([F:30])[F:31])=[CH:27][CH:28]=1. Reported procedure: The 2-trifluoroacetamido-3-(4-trifluoromethylphenyl)-6-benzoyl-imidazo[1,2-a]pyridine (10.1 g, 21.2 mmol) was converted to product in a manner substantially analogous to Example 56 to yield 4.43 g. (54.8%). EA, MS(FD).